Dataset: the Open Reaction Database (ORD), a public repository of structured organic reaction records. Task: describe an organic reaction: reactants, conditions, products, and yield Reactants: COC(=O)c1ccc(CBr)cc1, [H-], [I-], [K+], [Na+], CN(C)C=O, c1ccc2c(c1)[nH]c1ccccc12. Product: COC(=O)c1ccc(Cn2c3ccccc3c3ccccc32)cc1. Reaction SMILES: [CH3:16][O:17][C:18]([c:19]1[cH:20][cH:21][c:22]([CH2:25][Br:26])[cH:23][cH:24]1)=[O:27].[H-:14].[I-:29].[K+:28].[Na+:15].[O:30]=[CH:31][N:32]([CH3:33])[CH3:34].[cH:1]1[cH:2][cH:3][cH:4][c:5]2[c:6]3[cH:7][cH:8][cH:9][cH:10][c:11]3[nH:12][c:13]12>>[cH:1]1[cH:2][cH:3][cH:4][c:5]2[c:6]3[cH:7][cH:8][cH:9][cH:10][c:11]3[n:12]([CH2:25][c:22]3[cH:21][cH:20][c:19]([C:18]([O:17][CH3:16])=[O:27])[cH:24][cH:23]3)[c:13]12. Starting materials: C(C)C(C1=CC=C(C=C1)O)(C1=C(C=CC=C1)OC)O (α-ethyl-α-(2-methoxyphenyl)-4-hydroxybenzyl-alcohol), C([O-])([O-])=O.[K+].[K+] (potassium carbonate), CC1=NC(=CC=C1)CCl (2-methyl-6-chloromethyl-pyridine). The solvent is CC(=O)CC(C)C (methylisobutyl ketone), CC(=O)CC(C)C (methylisobutyl ketone). Yields the product CC1=NC(=CC=C1)COC1=CC=C(C=C1)C(CC)(O)C1=C(C=CC=C1)OC (2-Methyl-6-{4-[1-(2-methoxyphenyl)-1-hydroxypropyl]-phenoxymethyl}-pyridine). As a reaction SMILES: [CH2:1]([C:3]([OH:19])([C:11]1[CH:16]=[CH:15][CH:14]=[CH:13][C:12]=1[O:17][CH3:18])[C:4]1[CH:9]=[CH:8][C:7]([OH:10])=[CH:6][CH:5]=1)[CH3:2].C(=O)([O-])[O-].[K+].[K+].[CH3:26][C:27]1[CH:32]=[CH:31][CH:30]=[C:29]([CH2:33]Cl)[N:28]=1>CC(CC(C)C)=O>[CH3:26][C:27]1[CH:32]=[CH:31][CH:30]=[C:29]([CH2:33][O:10][C:7]2[CH:6]=[CH:5][C:4]([C:3]([C:11]3[CH:16]=[CH:15][CH:14]=[CH:13][C:12]=3[O:17][CH3:18])([OH:19])[CH2:1][CH3:2])=[CH:9][CH:8]=2)[N:28]=1 |f:1.2.3|. Procedure details: 7.8 g of α-ethyl-α-(2-methoxyphenyl)-4-hydroxybenzyl-alcohol are dissolved in 65 ml. of methylisobutyl ketone, 9.1 g. of anhydrous potassium carbonate are added, and the reaction mixture is brought up to a boil. Thereafter, a solution of 4.7 g. of 2-methyl-6-chloromethyl-pyridine in 20 ml. of methylisobutyl ketone is added dropwise, and the reaction mixture is slightly boiled for 4 additional hours. After cooling, the reaction mixture is filtered off, and the filtrate is evaporated under reduced...